Dataset: the Open Reaction Database (ORD), a public repository of structured organic reaction records. Task: describe an organic reaction: reactants, conditions, products, and yield Starting materials: CC(C)C[Al+]CC(C)C, Cl, [H-], C1CCOC1, CCOC(=O)c1cnoc1-c1ccc(-c2ccccc2)cc1. Yields the product OCc1cnoc1-c1ccc(-c2ccccc2)cc1. RXN SMILES: [CH2:24]([Al+:25][CH2:26][CH:27]([CH3:28])[CH3:29])[CH:30]([CH3:31])[CH3:32].[ClH:33].[H-:23].[O:34]1[CH2:35][CH2:36][CH2:37][CH2:38]1.[c:1]1(-[c:7]2[cH:8][cH:9][c:10](-[c:13]3[c:14]([C:18](=[O:19])[O:20][CH2:21][CH3:22])[cH:15][n:16][o:17]3)[cH:11][cH:12]2)[cH:2][cH:3][cH:4][cH:5][cH:6]1>>[c:1]1(-[c:7]2[cH:8][cH:9][c:10](-[c:13]3[c:14]([CH2:18][OH:19])[cH:15][n:16][o:17]3)[cH:11][cH:12]2)[cH:2][cH:3][cH:4][cH:5][cH:6]1. The reactants are Brc1ccccn1, O=CC(Cc1ccccc1)N(Cc1ccccc1)Cc1ccccc1, C1CCOC1, [Li]CCCC. The product is OC(c1ccccn1)C(Cc1ccccc1)N(Cc1ccccc1)Cc1ccccc1. RXN SMILES: [Br:1][c:2]1[cH:3][cH:4][cH:5][cH:6][n:7]1.[CH2:13]([c:14]1[cH:15][cH:16][cH:17][cH:18][cH:19]1)[N:20]([CH:21]([CH:22]=[O:23])[CH2:24][c:25]1[cH:26][cH:27][cH:28][cH:29][cH:30]1)[CH2:31][c:32]1[cH:33][cH:34][cH:35][cH:36][cH:37]1.[CH2:38]1[O:39][CH2:40][CH2:41][CH2:42]1.[CH2:8]([Li:9])[CH2:10][CH2:11][CH3:12]>>[c:2]1([CH:22]([CH:21]([N:20]([CH2:13][c:14]2[cH:15][cH:16][cH:17][cH:18][cH:19]2)[CH2:31][c:32]2[cH:33][cH:34][cH:35][cH:36][cH:37]2)[CH2:24][c:25]2[cH:26][cH:27][cH:28][cH:29][cH:30]2)[OH:23])[cH:3][cH:4][cH:5][cH:6][n:7]1. The yield is 90.9%. Starting materials: BrC(C(=O)OCC)(F)F (ethyl bromodifluoroacetate), [N+](=O)([O-])C1=C(C=O)C=CC=C1 (2-nitrobenzaldehyde). Solvent: C1CCOC1 (THF), CCOC(=O)C (EtOAc), C1CCOC1 (THF). RXN SMILES: Br[C:2]([F:9])([F:8])[C:3]([O:5][CH2:6][CH3:7])=[O:4].[N+:10]([C:13]1[CH:20]=[CH:19][CH:18]=[CH:17][C:14]=1[CH:15]=[O:16])([O-:12])=[O:11]>C1COCC1.CCOC(C)=O.[Zn]>[CH2:6]([O:5][C:3](=[O:4])[C:2]([F:9])([F:8])[CH:15]([C:14]1[CH:17]=[CH:18][CH:19]=[CH:20][C:13]=1[N+:10]([O-:12])=[O:11])[OH:16])[CH3:7]. Procedure: To a slurry of activated zinc (6.25 g, 99.2 mmol) in 75 mL anhydrous THF, was added ethyl bromodifluoroacetate (11.0 mL, 85.8 mmol) and the mixture was heated to reflux. After a visible reaction had occurred, 2-nitrobenzaldehyde (5.0 g, 33.1 mmol) in 30 mL anhydrous THF, was added dropwise to maintain reflux. After 3 h, the solution was cooled to 23° C., diluted with EtOAc (50 mL), washed with 1M KHSO4 (2×50 mL) and brine (1×50 mL), and dried (Na2SO4). Concentration in vacuo yielded a residue wh... Conditions: temperature 23 celsius, time 3 hour. Reagents/catalysts: [Zn] (zinc). The product is C(C)OC(C(C(O)C1=C(C=CC=C1)[N+](=O)[O-])(F)F)=O (2-(3-ethoxy-3-oxo-2,2-difluoro-1-hydroxypropyl)nitrobenzene). Procedure: A solution of 3-aminoquinuclidine dihydrochloride (2.5 g, 0.0126 mole) in 25 ml of water was treated with approximately 5 g of KOH and the resultant slurry/solution taken to complete dryness on the rotary evaporator at 50°/35 mm. The dry residue was carefully extracted by repeated triturations with warm tetrahydrofuran until a total volume of 130 ml had been collected and dried over magnesium sulfate. This solution of 3-aminoquinuclidine base was treated with a solution of 2-methoxy-5-sulfamylbe... The solvent is O (water), O1CCCC1 (tetrahydrofuran), O1CCCC1 (tetrahydrofuran). As a reaction SMILES: Cl.Cl.[NH2:3][CH:4]1[CH:9]2[CH2:10][CH2:11][N:6]([CH2:7][CH2:8]2)[CH2:5]1.[OH-].[K+].NC1C2CCN(CC2)C1.[CH3:23][O:24][C:25]1[CH:33]=[CH:32][C:31]([S:34](=[O:37])(=[O:36])[NH2:35])=[CH:30][C:26]=1[C:27]([Cl:29])=[O:28]>O.O1CCCC1>[OH2:24].[ClH:29].[NH2:35][S:34]([C:31]1[CH:32]=[CH:33][C:25]([O:24][CH3:23])=[C:26]([CH:30]=1)[C:27]([NH:3][CH:4]1[CH:9]2[CH2:10][CH2:11][N:6]([CH2:7][CH2:8]2)[CH2:5]1)=[O:28])(=[O:36])=[O:37] |f:0.1.2,3.4,9.10.11|. Yields the product O.Cl.NS(=O)(=O)C=1C=CC(=C(C(=O)NC2CN3CCC2CC3)C1)OC (5-Aminosulfonyl-N-(1-azabicyclo[2.2.2]oct-3-yl)-2-methoxybenzamide Hydrochloride Hydrate). Reactants: Cl.Cl.NC1CN2CCC1CC2 (3-aminoquinuclidine dihydrochloride), [OH-].[K+] (KOH), NC1CN2CCC1CC2 (3-aminoquinuclidine), COC1=C(C(=O)Cl)C=C(C=C1)S(N)(=O)=O (2-methoxy-5-sulfamylbenzoyl chloride). The reactants are CCC1(O)CC(=O)OCc2c1cc1n(c2=O)Cc2cc3c(F)cc(F)cc3nc2-1, CC(C)(C)CCC=O. The product is CCC1(O)CC(=O)OCc2c1cc1n(c2=O)Cc2c-1nc1cc(F)cc(F)c1c2CCC(C)(C)C. Reaction SMILES: [CH2:1]([CH3:2])[C:3]1([OH:29])[CH2:4][C:5](=[O:28])[O:6][CH2:7][c:8]2[c:9](=[O:27])[n:10]3[c:24]([cH:25][c:26]21)-[c:13]1[c:12]([cH:21][c:20]2[c:15]([n:14]1)[cH:16][c:17]([F:23])[cH:18][c:19]2[F:22])[CH2:11]3.[CH3:30][C:31]([CH2:32][CH2:33][CH:34]=[O:35])([CH3:36])[CH3:37]>>[CH2:1]([CH3:2])[C:3]1([OH:29])[CH2:4][C:5](=[O:28])[O:6][CH2:7][c:8]2[c:9](=[O:27])[n:10]3[c:24]([cH:25][c:26]21)-[c:13]1[c:12]([c:21]([CH2:33][CH2:32][C:31]([CH3:30])([CH3:36])[CH3:37])[c:20]2[c:15]([n:14]1)[cH:16][c:17]([F:23])[cH:18][c:19]2[F:22])[CH2:11]3. The reactants are ClC1=CC=C(C=C1)C(C(=O)C1=C(C(=CC(=C1)Cl)C)Cl)C(CCC)C1=CC=C(C(=O)NCCC(=O)OC(C)(C)C)C=C1 (tert-Butyl N-(4-{1-[1-(4-chlorophenyl)-2-(2,5-dichloro-3-methylphenyl)-2-oxoethyl]butyl}benzoyl)-β-alaninate), O.NN (hydrazine hydrate). The solvent is [Na+].[Cl-] (NaCl), CS(=O)C (DMSO). Run at temperature 100 celsius, time 2 day. Product: ClC=1C=C2C(=NNC2=C(C1)C)C(C(CCC)C1=CC=C(C(=O)NCCC(=O)OC(C)(C)C)C=C1)C1=CC=C(C=C1)Cl (tert-Butyl N-(4-{1-[(5-chloro-7-methyl-1H-indazol-3-yl)(4-chlorophenyl)methyl]butyl}benzoyl)-β-alaninate). Reaction SMILES: [Cl:1][C:2]1[CH:7]=[CH:6][C:5]([CH:8]([CH:20]([C:24]2[CH:41]=[CH:40][C:27]([C:28]([NH:30][CH2:31][CH2:32][C:33]([O:35][C:36]([CH3:39])([CH3:38])[CH3:37])=[O:34])=[O:29])=[CH:26][CH:25]=2)[CH2:21][CH2:22][CH3:23])[C:9]([C:11]2[CH:16]=[C:15]([Cl:17])[CH:14]=[C:13]([CH3:18])[C:12]=2Cl)=O)=[CH:4][CH:3]=1.O.[NH2:43][NH2:44]>CS(C)=O.[Na+].[Cl-]>[Cl:17][C:15]1[CH:16]=[C:11]2[C:12](=[C:13]([CH3:18])[CH:14]=1)[NH:44][N:43]=[C:9]2[CH:8]([C:5]1[CH:6]=[CH:7][C:2]([Cl:1])=[CH:3][CH:4]=1)[CH:20]([C:24]1[CH:25]=[CH:26][C:27]([C:28]([NH:30][CH2:31][CH2:32][C:33]([O:35][C:36]([CH3:39])([CH3:38])[CH3:37])=[O:34])=[O:29])=[CH:40][CH:41]=1)[CH2:21][CH2:22][CH3:23] |f:1.2,4.5|. Procedure: To a solution of the major diastereomer of the product of Step A (271 mg, 0.439 mmol) in DMSO (25 mL) was added hydrazine hydrate (60 wt %, 0.90 mL, 11 mmol). The mixture was stirred at 100° C. for two days in a sealed tube. The mixture was diluted with saturated NaCl (aq) then extracted twice with ethyl acetate. The combined organic layers were then washed with 2 N HCl (aq), saturated NaHCO3 (aq), and saturated NaCl (aq). The organic layer was dried over sodium sulfate, filtered, then concentra... Yields the product COC(CNC(=O)C1=NC=CC=C1O)=O (N-(3-Hydroxypyridine-2-carbonyl)glycine methyl ester). Reported procedure: 3-Hydroxypyridine-2-carboxylic acid (6.96 g, 50 mmol), 6.28 g of glycine methyl ester hydrochloride, 6.4 ml of N-ethylmorpholine and 13.53 g of 1-hydroxy-1H-benzotriazole were suspended in 300 ml of anhydrous dichloromethane and a solution of 10.83 g of DCC (=N,N'-dicyclohexylcarbodiimide) in 50 ml of dichloromethane was added to this suspension at 0° C. After 12 hours, the mixture was filtered and the filtrate was washed with water and with a saturated aqueous solution of NaHCO3. Drying and con... Run in ClCCl (dichloromethane), ClCCl (dichloromethane). Yield: 69.7%. As a reaction SMILES: [OH:1][C:2]1[C:3]([C:8]([OH:10])=O)=[N:4][CH:5]=[CH:6][CH:7]=1.Cl.[CH3:12][O:13][C:14](=[O:17])[CH2:15][NH2:16].C(N1CCOCC1)C.ON1C2C=CC=CC=2N=N1.C1CCC(N=C=NC2CCCCC2)CC1>ClCCl>[CH3:12][O:13][C:14](=[O:17])[CH2:15][NH:16][C:8]([C:3]1[C:2]([OH:1])=[CH:7][CH:6]=[CH:5][N:4]=1)=[O:10] |f:1.2|. Reactants: OC=1C(=NC=CC1)C(=O)O (3-Hydroxypyridine-2-carboxylic acid), ON1N=NC2=C1C=CC=C2 (1-hydroxy-1H-benzotriazole), C1CCC(CC1)N=C=NC2CCCCC2 (DCC), Cl.COC(CN)=O (glycine methyl ester hydrochloride), C(C)N1CCOCC1 (N-ethylmorpholine). Reaction conditions: time 12 hour. The reactants are OCC1=CC=CC2=C1N(C(CCC2)=O)COCC[Si](C)(C)C (9-hydroxymethyl-1-(2-trimethylsilanylethoxymethyl)-1,3,4,5-tetrahydrobenz[b]azepin-2-one), S(=O)(Cl)Cl (thionyl chloride), N1=CC=CC=C1 (pyridine), [Cl-].[Li+] (lithium chloride). Run in CN(C=O)C (N,N-dimethylformamide). Conditions: temperature 45 celsius, time 2 hour. The product is ClCC1=CC=CC2=C1N(C(CCC2)=O)COCC[Si](C)(C)C (9-Chloromethyl-1-(2-trimethylsilanylethoxymethyl)-1,3,4,5-tetrahydrobenz[b]azepin-2-one), SiO2. As a reaction SMILES: O[CH2:2][C:3]1[C:8]2[N:9]([CH2:15][O:16][CH2:17][CH2:18][Si:19]([CH3:22])([CH3:21])[CH3:20])[C:10](=[O:14])[CH2:11][CH2:12][CH2:13][C:7]=2[CH:6]=[CH:5][CH:4]=1.S(Cl)([Cl:25])=O.N1C=CC=CC=1.[Cl-].[Li+]>CN(C)C=O>[Cl:25][CH2:2][C:3]1[C:8]2[N:9]([CH2:15][O:16][CH2:17][CH2:18][Si:19]([CH3:22])([CH3:21])[CH3:20])[C:10](=[O:14])[CH2:11][CH2:12][CH2:13][C:7]=2[CH:6]=[CH:5][CH:4]=1 |f:3.4|. Reported procedure: Analogously to Method E, 0.320 g of 9-hydroxymethyl-1-(2-trimethylsilanylethoxymethyl)-1,3,4,5-tetrahydrobenz[b]azepin-2-one is reacted with 0.100 ml of thionyl chloride and 0.080 ml of pyridine. The resulting intermediate is subsequently dissolved in 30 ml of N,N-dimethylformamide and the solution is admixed with 0.190 g of lithium chloride. The reaction mixture is subsequently stirred at 45° C. over 2 hours and subsequently concentrated by evaporation. The residue is taken up in 100 ml of tert...